From a dataset of the Open Reaction Database (ORD), a public repository of structured organic reaction records. describe an organic reaction: reactants, conditions, products, and yield Starting materials: CC(=C)[C@@H]1CC[C@]2([C@H]1[C@H]3CC[C@@H]4[C@]5(CC[C@@H](C([C@@H]5CC[C@]4([C@@]3(CC2)C)C)(C)C)O)C)CO (Betulin), CC(=O)C.OS(=O)(=O)O.O=[Cr](=O)=O (Jones Reagent). The solvent is C1=CC=CC=C1 (benzene), CO (methanol), CC(=O)C (acetone). Conditions: time 5 hour. Yields the product CC(=C)[C@@H]1CC[C@]2([C@H]1[C@H]3CC[C@@H]4[C@]5(CCC(=O)C([C@@H]5CC[C@]4([C@@]3(CC2)C)C)(C)C)C)C(=O)O (betulonic acid). Reaction SMILES: [CH3:1][C:2]([C@H:4]1[C@@H:8]2[C@@H:9]3[C@@:22]([CH3:25])([CH2:23][CH2:24][C@@:7]2([CH2:31][OH:32])[CH2:6][CH2:5]1)[C@@:21]1([CH3:26])[C@@H:12]([C@:13]2([CH3:30])[C@@H:18]([CH2:19][CH2:20]1)[C:17]([CH3:28])([CH3:27])[C@@H:16]([OH:29])[CH2:15][CH2:14]2)[CH2:11][CH2:10]3)=[CH2:3].CC(C)=[O:35].OS(O)(=O)=O.O=[Cr](=O)=O>CC(C)=O.C1C=CC=CC=1.CO>[CH3:3][C:2]([C@H:4]1[C@@H:8]2[C@@H:9]3[C@@:22]([CH3:25])([CH2:23][CH2:24][C@@:7]2([C:31]([OH:35])=[O:32])[CH2:6][CH2:5]1)[C@@:21]1([CH3:26])[C@@H:12]([C@:13]2([CH3:30])[C@@H:18]([CH2:19][CH2:20]1)[C:17]([CH3:28])([CH3:27])[C:16](=[O:29])[CH2:15][CH2:14]2)[CH2:11][CH2:10]3)=[CH2:1] |f:1.2.3|. Procedure: Starting off with Betulin (10 g) in acetone (300 mL), add freshly prepared Jones Reagent added dropwise at 0° C. Stir for 5 hours, quench with methanol (100 mL), then stir for 5 minutes and add H2O (200 mL). Remove organic solvent under vacuum, and then separate the precipitate by filtration. Wash precipitate on the filter with cooled water, and dry to obtain crude material. This dry material is to be dissolved in 30 mL benzene. The solution is then filtered through a layer of aluminum oxide and... The reactants are C(C)OC(C(C(=O)OCC)CCCC(F)(F)Cl)=O (2-(4-chloro-4,4-difluoro-but-1-yl)malonic acid diethyl ester), N12CCCCCC2=NCCC1 (1,8-diazabicyclo[5.4.0]undec-7-ene). Solvent: C1(=CC=CC=C1)C (toluene), C1(=CC=CC=C1)C (toluene). The product is C(C)OC(C(C(=O)OCC)CCC=C(F)F)=O (2-(4,4-Difluorobut-3-en-1-yl)malonic acid diethyl ester). Reaction SMILES: [CH2:1]([O:3][C:4](=[O:18])[CH:5]([CH2:11][CH2:12][CH2:13][C:14](Cl)([F:16])[F:15])[C:6]([O:8][CH2:9][CH3:10])=[O:7])[CH3:2].N12CCCN=C1CCCCC2>C1(C)C=CC=CC=1>[CH2:9]([O:8][C:6](=[O:7])[CH:5]([CH2:11][CH2:12][CH:13]=[C:14]([F:16])[F:15])[C:4]([O:3][CH2:1][CH3:2])=[O:18])[CH3:10]. Procedure details: 150 g of 2-(4-chloro-4,4-difluoro-but-1-yl)malonic acid diethyl ester, 160 g of 1,8-diazabicyclo[5.4.0]undec-7-ene (DBU) and 250 ml of toluene are stirred for 15 hours at reflux temperature. After cooling, 200 ml of toluene are added and the reaction mixture is washed with 500 ml of water and then with 500 ml of 2N NaCl solution, dried over sodium sulfate and the solvent is evaporated off. The residue is distilled at 65° and 0.052 mbar. The title product is obtained in the form of a colourless o... The reactants are CC1=CC2=C(CN(CC2O)C)O1 (2,6-dimethyl-4,5,6,7-tetrahydrofuro[2,3-c]pyridin-4-ol), ClC1=C(C=C(C=C1C)O)C (4-chloro-3,5-dimethylphenol). Yields the product Cl.ClC1=C(C=C(C=C1C)OC1C2=C(CN(C1)C)OC(=C2)C)C (4-(4-Chloro-3,5-dimethylphenyloxy)-2,6-dimethyl-4,5,6,7-tetrahydrofuro[2,3-c]pyridine hydrochloride). RXN SMILES: [CH3:1][C:2]1[O:12][C:5]2[CH2:6][N:7]([CH3:11])[CH2:8][CH:9]([OH:10])[C:4]=2[CH:3]=1.[Cl:13][C:14]1[C:19]([CH3:20])=[CH:18][C:17](O)=[CH:16][C:15]=1[CH3:22]>>[ClH:13].[Cl:13][C:14]1[C:19]([CH3:20])=[CH:18][C:17]([O:10][CH:9]2[CH2:8][N:7]([CH3:11])[CH2:6][C:5]3[O:12][C:2]([CH3:1])=[CH:3][C:4]2=3)=[CH:16][C:15]=1[CH3:22] |f:2.3|. Reported procedure: The same method as in Example 47 was conducted using 2,6-dimethyl-4,5,6,7-tetrahydrofuro[2,3-c]pyridin-4-ol (Reference Example 2) instead of 6-methyl-4,5,6,7-tetrahydrofuro[2,3-c]pyridin-4-ol (Reference Example 1) and was conducted using 4-chloro-3,5-dimethylphenol instead of 4-chloro-3-methylphenol to give the objective compound. Reactants: COC(=O)C1=C(C2=C(N=CN=C2Cl)S1)C (4-Chloro-5-methyl-thieno[2,3-d]pyrimidine-6-carboxylic acid methyl ester), NC1=C(C=C(C=C1)F)O (2-amino-5-fluorophenol), O.C1(=CC=C(C=C1)S(=O)(=O)O)C (p-toluenesulfonic acid monohydrate). Run in O1CCOCC1 (dioxane). Run at temperature 140 celsius. The product is FC1=CC(=C(C=C1)NC=1C2=C(N=CN1)SC(=C2C)C(=O)OC)O (Methyl 4-(4-fluoro-2-hydroxyphenylamino)-5-methyl-thieno[2,3-d]pyrimidine-6-carboxylate). Reaction SMILES: [CH3:1][O:2][C:3]([C:5]1[S:14][C:8]2[N:9]=[CH:10][N:11]=[C:12](Cl)[C:7]=2[C:6]=1[CH3:15])=[O:4].[NH2:16][C:17]1[CH:22]=[CH:21][C:20]([F:23])=[CH:19][C:18]=1[OH:24].O.C1(C)C=CC(S(O)(=O)=O)=CC=1>O1CCOCC1>[F:23][C:20]1[CH:21]=[CH:22][C:17]([NH:16][C:12]2[C:7]3[C:6]([CH3:15])=[C:5]([C:3]([O:2][CH3:1])=[O:4])[S:14][C:8]=3[N:9]=[CH:10][N:11]=2)=[C:18]([OH:24])[CH:19]=1 |f:2.3|. Reported procedure: 4-Chloro-5-methyl-thieno[2,3-d]pyrimidine-6-carboxylic acid methyl ester (0.5 g), 2-amino-5-fluorophenol (265.0 mg), p-toluenesulfonic acid monohydrate (75.0 mg) and dioxane (5.0 ml) were combined in a microwave tube. The mixture was heated at 140° C. for 15 min under microwave irradiation. Then the mixture was allowed to cool to room temperature and a precipitate formed. The precipitate was collected by filtration, washed with dioxane, methanol and Et2O to yield the title compound. Reactants: CC(C)(C)OC(=O)N1CC(C(CC1)O)N=[N+]=[N-] (3-azido-4-hydroxy-1-piperidinecarboxylic acid 1,1-dimethylethyl ester). The reagents and catalysts are [Pd] (Pd/C). Run in CCO (EtOH). Yields the product CC(C)(C)OC(=O)N1CC(C(CC1)O)N (3-amino-4-hydroxy-1-piperidinecarboxylic acid 1,1-dimethylethyl ester). Yield: 100.3%. Reaction SMILES: [CH3:1][C:2]([O:5][C:6]([N:8]1[CH2:13][CH2:12][CH:11]([OH:14])[CH:10]([N:15]=[N+]=[N-])[CH2:9]1)=[O:7])([CH3:4])[CH3:3]>CCO.[Pd]>[CH3:4][C:2]([O:5][C:6]([N:8]1[CH2:13][CH2:12][CH:11]([OH:14])[CH:10]([NH2:15])[CH2:9]1)=[O:7])([CH3:1])[CH3:3]. Reported procedure: A solution of 3-azido-4-hydroxy-1-piperidinecarboxylic acid 1,1-dimethylethyl ester (0.25 g, 1.06 mmol) in EtOH (20 mL) was hydrogenated in an H-Cube reactor (1 mL/min flow, 30 mm Pd/C 10% cartridge, full H2 mode, 50° C.). The solvent was evaporated in vacuo to yield 3-amino-4-hydroxy-1-piperidinecarboxylic acid 1,1-dimethylethyl ester (0.23 g, 100% yield) that was used in the next step without further purification. C10H20N2O3 LCMS: Rt 0.58, m/z 217 [M+H]+ (using method, LC-MS Method 6). Reactants: starch iodide, N(=O)O (nitrous acid), S(=O)=O (sulfur dioxide), cuprous chloride dihydrate, C(C)(=O)N1CC2=C(C(=CC=C2CC1)Cl)N (2-Acetyl-8-amino-7-chloro-1,2,3,4-tetrahydroisoquinoline), [Cl-].[Mg+2].[Cl-] (magnesium chloride), N(=O)[O-].[Na+] (sodium nitrite), N(=O)O (nitrous acid), N(=O)[O-].[Na+] (sodium nitrite). Run in O (water), C(C)(=O)O (acetic acid), Cl (hydrochloric acid), O (water). Run at temperature 30 celsius, time 30 minute. Product: C(C)(=O)N1CC2=C(C(=CC=C2CC1)Cl)S(=O)(=O)Cl (2-acetyl-8-chlorosulfonyl- 7-chloro-1,2,3,4-tetrahydroisoquinoline). As a reaction SMILES: [C:1]([N:4]1[CH2:13][CH2:12][C:11]2[C:6](=[C:7](N)[C:8]([Cl:14])=[CH:9][CH:10]=2)[CH2:5]1)(=[O:3])[CH3:2].N([O-])=O.[Na+].N(O)=O.[Cl-:23].[Mg+2].[Cl-].[S:26](=[O:28])=[O:27]>Cl.O.C(O)(=O)C>[C:1]([N:4]1[CH2:13][CH2:12][C:11]2[C:6](=[C:7]([S:26]([Cl:23])(=[O:28])=[O:27])[C:8]([Cl:14])=[CH:9][CH:10]=2)[CH2:5]1)(=[O:3])[CH3:2] |f:1.2,4.5.6|. Procedure details: 2-Acetyl-8-amino-7-chloro-1,2,3,4-tetrahydroisoquinoline (0.04 mole) in concentrated hydrochloric acid (8.4 ml.) is cooled to 3° C. and treated with sodium nitrite (0.044 mole) dissolved in water (6 ml.). After stirring for 30 minutes, the reaction is tested for nitrous acid with starch/iodide paper. If the test for nitrous acid is negative, more sodium nitrite is added in small portions with stirring over a period of time until the test is positive. When a positive reaction is obtained, magnesi...